Dataset: the Open Reaction Database (ORD), a public repository of structured organic reaction records. Task: describe an organic reaction: reactants, conditions, products, and yield Reactants: COC(=O)c1cccc(OC)c1O, CN(C)C=O, CCOC(C)=O, CCOC(=O)N=NC(=O)OCC, C1CCOC1, OCc1ccccc1, c1ccc(P(c2ccccc2)c2ccccc2)cc1. The product is COC(=O)c1cccc(OC)c1OCc1ccccc1. Reaction SMILES: [CH3:1][O:2][c:3]1[c:4]([OH:13])[c:5]([C:6](=[O:7])[O:8][CH3:9])[cH:10][cH:11][cH:12]1.[CH3:58][N:59]([CH3:60])[CH:61]=[O:62].[CH3:63][CH2:64][O:65][C:66](=[O:67])[CH3:68].[O:41]=[C:42]([O:43][CH2:44][CH3:45])[N:46]=[N:47][C:48]([O:49][CH2:50][CH3:51])=[O:52].[O:53]1[CH2:54][CH2:55][CH2:56][CH2:57]1.[OH:14][CH2:15][c:16]1[cH:17][cH:18][cH:19][cH:20][cH:21]1.[c:22]1([P:23]([c:24]2[cH:25][cH:26][cH:27][cH:28][cH:29]2)[c:30]2[cH:31][cH:32][cH:33][cH:34][cH:35]2)[cH:36][cH:37][cH:38][cH:39][cH:40]1>>[CH3:1][O:2][c:3]1[c:4]([O:13][CH2:15][c:16]2[cH:17][cH:18][cH:19][cH:20][cH:21]2)[c:5]([C:6](=[O:7])[O:8][CH3:9])[cH:10][cH:11][cH:12]1.